Dataset: the Open Reaction Database (ORD), a public repository of structured organic reaction records. Task: describe an organic reaction: reactants, conditions, products, and yield Procedure details: 298 mg of 1-cyclopropyl-5-amino-6,7,8-trifluoro-1,4-dihydro-4-oxoquinoline-3-carboxylic acid, 179 mg of 4-hydroxymethylisoindoline, 304 mg of DBU, and 2 ml of anhydrous DMF were processed in the same manner as in Example 20 to produce 250 mg of the target compound. Isolated yield 58.5%. As a reaction SMILES: [CH:1]1([N:4]2[C:13]3[C:8](=[C:9]([NH2:17])[C:10]([F:16])=[C:11](F)[C:12]=3[F:14])[C:7](=[O:18])[C:6]([C:19]([OH:21])=[O:20])=[CH:5]2)[CH2:3][CH2:2]1.[OH:22][CH2:23][C:24]1[CH:32]=[CH:31][CH:30]=[C:29]2[C:25]=1[CH2:26][NH:27][CH2:28]2.C1CCN2C(=NCCC2)CC1>CN(C=O)C>[OH:22][CH2:23][C:24]1[CH:32]=[CH:31][CH:30]=[C:29]2[C:25]=1[CH2:26][N:27]([C:11]1[C:12]([F:14])=[C:13]3[C:8]([C:7](=[O:18])[C:6]([C:19]([OH:21])=[O:20])=[CH:5][N:4]3[CH:1]3[CH2:2][CH2:3]3)=[C:9]([NH2:17])[C:10]=1[F:16])[CH2:28]2. Solvent: CN(C)C=O (DMF). Yields the product OCC1=C2CN(CC2=CC=C1)C1=C(C(=C2C(C(=CN(C2=C1F)C1CC1)C(=O)O)=O)N)F (7-(4-hydroxymethyl-2-isoindolinyl)-1-cyclopropyl-5-amino-6,8-difluoro-1,4-dihydro-4-oxoquinoline-3-carboxylic acid). Starting materials: C1(CC1)N1C=C(C(C2=C(C(=C(C(=C12)F)F)F)N)=O)C(=O)O (1-cyclopropyl-5-amino-6,7,8-trifluoro-1,4-dihydro-4-oxoquinoline-3-carboxylic acid), OCC1=C2CNCC2=CC=C1 (4-hydroxymethylisoindoline), C1CCC2=NCCCN2CC1 (DBU). Starting materials: product, C1(=CC=CC=C1)N1CCNCC1 (1-phenylpiperazine), C(C)(=O)O[BH-](OC(C)=O)OC(C)=O.[Na+] (sodium triacetoxyborohydride). The product is C1(=CC=CC=C1)N1CCN(CC1)CC1=CC2=NC=CC=C2O1 (2-[(4-phenyl-1-piperazinyl)methyl]furo[3,2-b]pyridine). As a reaction SMILES: [C:1]1([N:7]2[CH2:12][CH2:11][NH:10][CH2:9][CH2:8]2)[CH:6]=[CH:5][CH:4]=[CH:3][CH:2]=1.C(O[BH-](O[C:23](=[O:25])[CH3:24])OC(=O)C)(=O)C.[Na+]>>[C:1]1([N:7]2[CH2:12][CH2:11][N:10]([CH2:6][C:5]3[O:25][C:23]4[C:24](=[N:7][CH:1]=[CH:2][CH:3]=4)[CH:4]=3)[CH2:9][CH2:8]2)[CH:6]=[CH:5][CH:4]=[CH:3][CH:2]=1 |f:1.2|. Reported procedure: The product from Example 35B, 1-phenylpiperazine, and sodium triacetoxyborohydride were processed as described in Example 35C to provide the title compound. 1H NMR (CDCl3, 300 MHz) δ 2.78 (br, 4H), 3.28 (br, 4H), 3.85 (s, 2H), 6.89 (m, 4H), 7.20 (dd, J=4.75, 8.14 Hz, 1H), 7.26 (m, 2H), 7.73 (d, J=8.14 Hz, 1H), 8.54 (br, 1H); MS (DCI/NH3) m/z 294.2 (M+H)+; Anal Calcd for C18H19N3O: C, 73.69; H, 6.53; N, 14.32. Found: C, 72.19; H, 6.43; N, 14.09. Reactants: C1(C=CC(N1)=O)=O (maleimide), C=O (formaldehyde), C([O-])([O-])=O.[Na+].[Na+] (sodium carbonate). Run in O (water). Conditions: time 1 hour. Product: OCN1C(C=CC1=O)=O (N-hydroxymethylmaleimide). Yield: 18971.5%. RXN SMILES: [C:1]1(=[O:7])[NH:5][C:4](=[O:6])[CH:3]=[CH:2]1.C=O.[C:10](=O)([O-])[O-:11].[Na+].[Na+]>O>[OH:11][CH2:10][N:5]1[C:4](=[O:6])[CH:3]=[CH:2][C:1]1=[O:7] |f:2.3.4|. Procedure: A mixture of 9.8 g (0.1 mole) maleimide, 9 ml 37% aqueous formaldehyde and 40 mg sodium carbonate was stirred at room temperature for 1 hour. The mixture was diluted with 30 ml water and the crystals formed (9.1 g N-hydroxymethylmaleimide) were collected by filtration. Starting materials: C(C)(=O)[O-].[Na+] (sodium acetate), O (water), CN(C=O)C (dimethylformamide), P(=O)(Cl)(Cl)Cl (phosphorus oxychloride), C(CCC)N(CCCCCN(C1=CC=CC=C1)CCCC)C1=CC=CC=C1 (N,N'-di-n-butyl-N,N'-diphenyl-1, 5-diaminopentane), CN(C=O)C (dimethylformamide). Run in C(C)(=O)OCC (ethyl acetate). Product: C(CCC)N(CCCCCN(C1=CC=C(C=C1)C=O)CCCC)C1=CC=C(C=C1)C=O (N,N'-di-n-butyl-N,N'-bis-(4-formylphenyl)-1,5-diaminopentane). The yield is 90.0%. RXN SMILES: P(Cl)(Cl)(Cl)=O.[CH2:6]([N:10]([C:27]1[CH:32]=[CH:31][CH:30]=[CH:29][CH:28]=1)[CH2:11][CH2:12][CH2:13][CH2:14][CH2:15][N:16]([CH2:23][CH2:24][CH2:25][CH3:26])[C:17]1[CH:22]=[CH:21][CH:20]=[CH:19][CH:18]=1)[CH2:7][CH2:8][CH3:9].[C:33]([O-:36])(=O)C.[Na+].O.CN(C)[CH:41]=[O:42]>C(OCC)(=O)C>[CH2:6]([N:10]([C:27]1[CH:32]=[CH:31][C:30]([CH:33]=[O:36])=[CH:29][CH:28]=1)[CH2:11][CH2:12][CH2:13][CH2:14][CH2:15][N:16]([CH2:23][CH2:24][CH2:25][CH3:26])[C:17]1[CH:22]=[CH:21][C:20]([CH:41]=[O:42])=[CH:19][CH:18]=1)[CH2:7][CH2:8][CH3:9] |f:2.3|. Reported procedure: While cooled and stirred, 5.4 g of phosphorus oxychloride were added dropwise to 11.0 g of dimethylformamide, and 3.7 g of N,N'-di-n-butyl-N,N'-diphenyl-1, 5-diaminopentane dissolved in dimethylformamide were added dropwise to the resulting solution, followed by heating and stirring at 85° C. for 2.5 hours. After the completion of the reaction, sodium acetate, water and ethyl acetate were added to the reaction solution to separate an ethyl acetate layer, which was in turn concentrated. The conce... The reactants are BrBr (Bromine), COC1=NC=C(C=C1)N (2-methoxy-5-aminopyridine), C(C)(=O)[O-].[Na+] (sodium acetate). The solvent is C(C)(=O)O (acetic acid). Run at time 20 minute. Yields the product BrC1=NC(=CC=C1N)OC (2-bromo-3-amino-6-methoxypyridine). Yield: 72.6%. As a reaction SMILES: [Br:1]Br.[CH3:3][O:4][C:5]1[CH:10]=[CH:9][C:8]([NH2:11])=[CH:7][N:6]=1.C([O-])(=O)C.[Na+]>C(O)(=O)C>[Br:1][C:7]1[C:8]([NH2:11])=[CH:9][CH:10]=[C:5]([O:4][CH3:3])[N:6]=1 |f:2.3|. Procedure: Bromine (4.72 g, 29.5 mmol) is added to a mixture of 2-methoxy-5-aminopyridine (3.66 g, 29.5 mmol) and sodium acetate (4.84 g, 7.32 mmol) in acetic acid (50 mL) and stirred at rt for 20 minutes. Acetic acid is evaporated off in vacuo. The residue is dissolved in EtOAc (40 mL), and washed with water (40 mL), saturated sodium carbonate aqueous solution (20 mL), water (20 mL) and brine (20 mL). The organic layer is dried (Na2SO4), filtered, and concentrated in vacuo. The residue is purified by sili... The reactants are N1CCOCC1 (morpholine), CS(=O)C (DMSO), ClC1=NC=2N(C(NC(C2N1CC=C)=O)=O)CCCCC (8-chloro-3-pentyl-7-(2-propen-1-yl)-3,7-dihydro-1H-purine-2,6-dione). Reagents/catalysts: [Pd].C1(=CC=CC=C1)P(C1=CC=CC=C1)C1=CC=CC=C1.C1(=CC=CC=C1)P(C1=CC=CC=C1)C1=CC=CC=C1.C1(=CC=CC=C1)P(C1=CC=CC=C1)C1=CC=CC=C1.C1(=CC=CC=C1)P(C1=CC=CC=C1)C1=CC=CC=C1 (tetrakis(triphenylphosphine)-palladium (0)). The solvent is CCOC(=O)C (EtOAc), C1CCOC1 (THF). Reaction conditions: time 72 hour. Yields the product ClC1=NC=2N(C(NC(C2N1)=O)=O)CCCCC (8-chloro-3-pentyl-3,7-dihydro-1H-purine-2,6-dione). Yield: 32.6%. RXN SMILES: [Cl:1][C:2]1[N:10](CC=C)[C:9]2[C:8](=[O:14])[NH:7][C:6](=[O:15])[N:5]([CH2:16][CH2:17][CH2:18][CH2:19][CH3:20])[C:4]=2[N:3]=1.CS(C)=O.N1CCOCC1>C1COCC1.CCOC(C)=O.[Pd].C1(P(C2C=CC=CC=2)C2C=CC=CC=2)C=CC=CC=1.C1(P(C2C=CC=CC=2)C2C=CC=CC=2)C=CC=CC=1.C1(P(C2C=CC=CC=2)C2C=CC=CC=2)C=CC=CC=1.C1(P(C2C=CC=CC=2)C2C=CC=CC=2)C=CC=CC=1>[Cl:1][C:2]1[NH:10][C:9]2[C:8](=[O:14])[NH:7][C:6](=[O:15])[N:5]([CH2:16][CH2:17][CH2:18][CH2:19][CH3:20])[C:4]=2[N:3]=1 |f:5.6.7.8.9|. Procedure: A flask containing tetrakis(triphenylphosphine)-palladium (0) (56 mg, 0.049 mmol) was flushed with nitrogen, before a solution of 8-chloro-3-pentyl-7-(2-propen-1-yl)-3,7-dihydro-1H-purine-2,6-dione (96 mg, 0.323 mmol) in anhydrous THF (1.5 ml) was added, followed by DMSO (0.1 ml) and morpholine (0.28 ml, 0.049 mmol). The resulting mixture was stirred at room temperature under nitrogen for 72 hours. The reaction mixture was dissolved in EtOAc (25 ml) and washed with 2M HCl aq. (25 ml). The organi...